This data is from the Open Reaction Database (ORD), a public repository of structured organic reaction records. The task is: describe an organic reaction: reactants, conditions, products, and yield RXN SMILES: [Cl:1][C:2]1[CH:7]=[CH:6][C:5]([OH:8])=[C:4]([C:9]2[CH:14]=[CH:13][N:12]=[C:11]([O:15][CH:16]3[CH2:19][CH2:18][CH2:17]3)[CH:10]=2)[CH:3]=1.C(=O)([O-])[O-].[K+].[K+].[C:26]([C:28]1[CH:29]=[C:30]([S:35]([N:38]([CH2:44][C:45]2[CH:50]=[CH:49][C:48]([O:51][CH3:52])=[CH:47][C:46]=2[O:53][CH3:54])[C:39]2[S:43][N:42]=[CH:41][N:40]=2)(=[O:37])=[O:36])[CH:31]=[CH:32][C:33]=1F)#[N:27]>CS(C)=O>[Cl:1][C:2]1[CH:7]=[CH:6][C:5]([O:8][C:33]2[CH:32]=[CH:31][C:30]([S:35]([N:38]([CH2:44][C:45]3[CH:50]=[CH:49][C:48]([O:51][CH3:52])=[CH:47][C:46]=3[O:53][CH3:54])[C:39]3[S:43][N:42]=[CH:41][N:40]=3)(=[O:37])=[O:36])=[CH:29][C:28]=2[C:26]#[N:27])=[C:4]([C:9]2[CH:14]=[CH:13][N:12]=[C:11]([O:15][CH:16]3[CH2:19][CH2:18][CH2:17]3)[CH:10]=2)[CH:3]=1 |f:1.2.3|. Product: ClC1=CC(=C(OC2=C(C=C(C=C2)S(=O)(=O)N(C2=NC=NS2)CC2=C(C=C(C=C2)OC)OC)C#N)C=C1)C1=CC(=NC=C1)OC1CCC1 (4-{4-Chloro-2-[2-(cyclobutyloxy)pyridin-4-yl]phenoxy}-3-cyano-N-(2,4-dimethoxybenzyl)-N-1,2,4-thiadiazol-5-ylbenzenesulfonamide). The reactants are ClC1=CC(=C(C=C1)O)C1=CC(=NC=C1)OC1CCC1 (4-Chloro-2-[2-(cyclobutyloxy)pyridin-4-yl]phenol), C([O-])([O-])=O.[K+].[K+] (Potassium carbonate), C(#N)C=1C=C(C=CC1F)S(=O)(=O)N(C1=NC=NS1)CC1=C(C=C(C=C1)OC)OC (3-cyano-N-(2,4-dimethoxybenzyl)-4-fluoro-N-1,2,4-thiadiazol-5-ylbenzenesulfonamide). Run at time 10 minute. The solvent is CS(=O)C (dimethylsulphoxide). Procedure details: 4-Chloro-2-[2-(cyclobutyloxy)pyridin-4-yl]phenol, (Preparation 862, 20.5 mg, 0.000074 mol) was dissolved in dimethylsulphoxide (1 mL). Potassium carbonate (24.6 mg, 0.00018 mol) was added and the reaction stirred for 10 minutes at room temperature. 3-cyano-N-(2,4-dimethoxybenzyl)-4-fluoro-N-1,2,4-thiadiazol-5-ylbenzenesulfonamide, (Preparation 68, 32.2 mg, 0.000074 mol) was added and the reaction was stirred at room temperature for 15 hours under nitrogen. The reaction was partitioned between a ... Reactants: [Sn] (Tin), CN(C1(CC=C(CC1)C1=C(C=2C=NC=CC2N1)C)C1=CC=CC=C1)C (N,N-Dimethyl-N-[4-(3-methyl-1H-pyrrolo[3.2-c]pyridin-2-yl)-1-phenylcyclohex-3-enyl]amine). Run in Br (HBr). Reaction conditions: time 8 hour. The product is CN(C1(CCC(CC1)C1=C(C=2C=NC=CC2N1)C)C1=CC=CC=C1)C (N,N-dimethyl-4-(3-methyl-1H-pyrrolo[3,2-c]pyridin-2-yl)-1-phenylcyclohexanamine). Yield: 3.8%. As a reaction SMILES: [Sn].[CH3:2][N:3]([CH3:26])[C:4]1([C:20]2[CH:25]=[CH:24][CH:23]=[CH:22][CH:21]=2)[CH2:9][CH2:8][C:7]([C:10]2[NH:18][C:17]3[CH:16]=[CH:15][N:14]=[CH:13][C:12]=3[C:11]=2[CH3:19])=[CH:6][CH2:5]1>Br>[CH3:26][N:3]([CH3:2])[C:4]1([C:20]2[CH:21]=[CH:22][CH:23]=[CH:24][CH:25]=2)[CH2:5][CH2:6][CH:7]([C:10]2[NH:18][C:17]3[CH:16]=[CH:15][N:14]=[CH:13][C:12]=3[C:11]=2[CH3:19])[CH2:8][CH2:9]1 |^3:0|. Procedure: Tin powder (3.00 g, 45 mmol) was added to N,N-Dimethyl-N-[4-(3-methyl-1H-pyrrolo[3.2-c]pyridin-2-yl)-1-phenylcyclohex-3-enyl]amine (525 mg, 1.58 mmol) in HBr/glacial acetic acid (33 per cent strength; 30 ml) in the course of 150 min (vigorous evolution of gas). The reaction mixture became dark brown in colour. The mixture was stirred at room temperature overnight. The reaction mixture was then evaporated to dryness in vacuo and 5 N sodium hydroxide solution (20 ml) was added to the residue. Meth... The reactants are [Al+3].[Cl-].[Cl-].[Cl-] (AlCl3), S2C, O (water), C1(=CC=CC=C1)C1=CC=CC=C1 (biphenyl), ClC1=C(C(=O)Cl)C=CC=N1 (2-chloronicotinoyl chloride). The solvent is C(=S)=S (carbon disulfide). The product is ClC1=NC=CC=C1C(C1=CC=C(C=C1)C1=CC=CC=C1)=O (2-chloro-3-(4-phenylbenzoyl)-pyridine). Reaction SMILES: [Al+3].[Cl-].[Cl-].[Cl-].[C:5]1([C:11]2[CH:16]=[CH:15][CH:14]=[CH:13][CH:12]=2)[CH:10]=[CH:9][CH:8]=[CH:7][CH:6]=1.[Cl:17][C:18]1[N:26]=[CH:25][CH:24]=[CH:23][C:19]=1[C:20](Cl)=[O:21].O>C(=S)=S>[Cl:17][C:18]1[C:19]([C:20](=[O:21])[C:8]2[CH:9]=[CH:10][C:5]([C:11]3[CH:12]=[CH:13][CH:14]=[CH:15][CH:16]=3)=[CH:6][CH:7]=2)=[CH:23][CH:24]=[CH:25][N:26]=1 |f:0.1.2.3|. Procedure: 26.7 g AlCl3 is added slowly while stirring to a solution of 9.2 g biphenyl and 10.6 g 2-chloronicotinoyl chloride in 170 ml carbon disulfide. The mixture is refluxed 5 hrs. After cooling, the S2C layer is poured off, and the residue is added to acidic ice: water, basified and extracted with methylene chloride. The combined extracts are washed, dried (MgSO4) and solvent removed in vacuo. The crude product is chromatographed on a silicagel column and eluted with benzene:ethyl acetate 15:1. Yield:...